This data is from the Open Reaction Database (ORD), a public repository of structured organic reaction records. The task is: describe an organic reaction: reactants, conditions, products, and yield The reactants are C(#N)[BH3-].[Na+] (sodium cyanoborohydride), C(C)(=O)O (acetic acid), CN1C(=NC=C1)C=O (1-methyl-2-imidazole carboxaldehyde), C(C)(C)(C)OC(N(CC1=CC=C(C=C1)CNCC=1NC=CN1)CCCCN(CCC)CCC)=O ((4-dipropylamino-butyl)-(4-{[(1H-imidazol-2-ylmethyl)-amino]-methyl}-benzyl)-carbamic acid t-butyl ester). The solvent is CO (methanol). Reaction conditions: time 6 day. The product is C(C)(C)(C)OC(N(CC1=CC=C(C=C1)CN(CC=1N(C=CN1)C)CC=1NC=CN1)CCCCN(CCC)CCC)=O ((4-dipropylamino-butyl)-(4-{[(1H-imidazol-2-ylmethyl)-(1-methyl-1H-imidazol-2-ylmethyl)-amino]-methyl}-benzyl)-carbamic acid t-butyl ester). Yield: 71.1%. As a reaction SMILES: [C:1]([O:5][C:6](=[O:34])[N:7]([CH2:23][CH2:24][CH2:25][CH2:26][N:27]([CH2:31][CH2:32][CH3:33])[CH2:28][CH2:29][CH3:30])[CH2:8][C:9]1[CH:14]=[CH:13][C:12]([CH2:15][NH:16][CH2:17][C:18]2[NH:19][CH:20]=[CH:21][N:22]=2)=[CH:11][CH:10]=1)([CH3:4])([CH3:3])[CH3:2].C([BH3-])#N.[Na+].C(O)(=O)C.[CH3:43][N:44]1[CH:48]=[CH:47][N:46]=[C:45]1[CH:49]=O>CO>[C:1]([O:5][C:6](=[O:34])[N:7]([CH2:23][CH2:24][CH2:25][CH2:26][N:27]([CH2:28][CH2:29][CH3:30])[CH2:31][CH2:32][CH3:33])[CH2:8][C:9]1[CH:10]=[CH:11][C:12]([CH2:15][N:16]([CH2:17][C:18]2[NH:19][CH:20]=[CH:21][N:22]=2)[CH2:49][C:45]2[N:44]([CH3:43])[CH:48]=[CH:47][N:46]=2)=[CH:13][CH:14]=1)([CH3:3])([CH3:4])[CH3:2] |f:1.2|. Procedure: The compound (231 mg) obtained in Example 1-6 was dissolved in anhydrous methanol (5.0 ml) The solution was added with sodium cyanoborohydride (61.6 mg), acetic acid (2.00 ml), and 1-methyl-2-imidazole carboxaldehyde (80.9 mg) and the whole was stirred at room temperature for 6 days under a nitrogen atmosphere. After completion of the reaction, the solvent was distilled off. The resultant was then dissolved in chloroform and added with a saturated aqueous sodium hydrogen carbonate solution and t... Reactants: N1C(CCC1)=O (pyrrolidone), ClC1=C(C=CC=C1)C1=NC(C(N(C2=C1C=C(C=C2)N=C=O)C)=O)(C)C ([5-(o-chlorophenyl)-2,3-dihydro-1,3,3-trimethyl-2-oxo-1H-1,4-benzodiazepin-7-yl]isocyanate), ClC1=C(C=CC=C1)C1=NC(C(N(C2=C1C=C(C=C2)NC(=O)N2CCCC2)C)=O)(C)C (N-[5-(o-chlorophenyl)-2,3-dihydro-1,3,3-trimethyl-2-oxo-1H-1,4-benzodiazepin-7-yl]-1 -pyrrolidinecarboxamide). The solvent is C(C)(=O)OCC.CCOCC (ethyl acetate ether). Yields the product NC=1C=CC2=C(C(=NC(C(N2C)=O)(C)C)C2=C(C=CC=C2)Cl)C1 (7-amino-5-(o-chlorophenyl)-1,3-dihydro-1,3,3-trimethyl-2H-1,4-benzodiazepin-2-one). As a reaction SMILES: N1CCCC1=O.[Cl:7][C:8]1[CH:13]=[CH:12][CH:11]=[CH:10][C:9]=1[C:14]1[C:20]2[CH:21]=[C:22]([N:25]=C=O)[CH:23]=[CH:24][C:19]=2[N:18]([CH3:28])[C:17](=[O:29])[C:16]([CH3:31])([CH3:30])[N:15]=1.ClC1C=CC=CC=1C1C2C=C(NC(N3CCCC3)=O)C=CC=2N(C)C(=O)C(C)(C)N=1>C(OCC)(=O)C.CCOCC>[NH2:25][C:22]1[CH:23]=[CH:24][C:19]2[N:18]([CH3:28])[C:17](=[O:29])[C:16]([CH3:31])([CH3:30])[N:15]=[C:14]([C:9]3[CH:10]=[CH:11][CH:12]=[CH:13][C:8]=3[Cl:7])[C:20]=2[CH:21]=1 |f:3.4|. Procedure: From 5.1 g (0.015 mol) of 7-amino-5-(o-chlorophenyl)-1,3-dihydro-1,3,3-trimethyl-2H-1,4-benzodiazepin-2-one and pyrrolidone there is obtained, in analogy to the details in Example 4, via [5-(o-chlorophenyl)-2,3-dihydro-1,3,3-trimethyl-2-oxo-1H-1,4-benzodiazepin-7-yl]isocyanate, N-[5-(o-chlorophenyl)-2,3-dihydro-1,3,3-trimethyl-2-oxo-1H-1,4-benzodiazepin-7-yl]-1 -pyrrolidinecarboxamide of melting point 248°-150° (ethyl acetate/ether). Starting materials: CCOC(=O)C=CCCc1cn(C(c2ccccc2)(c2ccccc2)c2ccccc2)cn1, CCO. The product is CCOC(=O)CCCCc1cn(C(c2ccccc2)(c2ccccc2)c2ccccc2)cn1. RXN SMILES: [C:1]([c:2]1[cH:3][cH:4][cH:5][cH:6][cH:7]1)([c:8]1[cH:9][cH:10][cH:11][cH:12][cH:13]1)([c:14]1[cH:15][cH:16][cH:17][cH:18][cH:19]1)[n:20]1[cH:21][n:22][c:23]([CH2:25][CH2:26][CH:27]=[CH:28][C:29](=[O:30])[O:31][CH2:32][CH3:33])[cH:24]1.[CH3:34][CH2:35][OH:36]>>[C:1]([c:2]1[cH:3][cH:4][cH:5][cH:6][cH:7]1)([c:8]1[cH:9][cH:10][cH:11][cH:12][cH:13]1)([c:14]1[cH:15][cH:16][cH:17][cH:18][cH:19]1)[n:20]1[cH:21][n:22][c:23]([CH2:25][CH2:26][CH2:27][CH2:28][C:29](=[O:30])[O:31][CH2:32][CH3:33])[cH:24]1. Reactants: ClC=1C=C(N(C1)C1=CC=C(CN2C(=NC=3C2=NC=CC3C)CCC)C=C1)C1=NN=NN1 (3-[4-[4-chloro-2-(1H-tetrazol-5-yl)-1-pyrrolyl]benzyl]-7-methyl-2-propyl-3H-imidazo[4,5-b]pyridine), Cl (hydrochloric acid). Solvent: C(C)O (ethanol), C(C)O (ethanol). The product is Cl.ClC=1C=C(N(C1)C1=CC=C(CN2C(=NC=3C2=NC=CC3C)CCC)C=C1)C1=NN=NN1 (3-[4-[4-chloro-2-(1H-tetrazol-5-yl)-1-pyrrolyl]benzyl]-7-methyl-2-propyl-3H-imidazo[4,5-b]pyridine hydrochloride). Yield: 137.5%. RXN SMILES: [Cl:1][C:2]1[CH:3]=[C:4]([C:27]2[NH:31][N:30]=[N:29][N:28]=2)[N:5]([C:7]2[CH:26]=[CH:25][C:10]([CH2:11][N:12]3[C:16]4=[N:17][CH:18]=[CH:19][C:20]([CH3:21])=[C:15]4[N:14]=[C:13]3[CH2:22][CH2:23][CH3:24])=[CH:9][CH:8]=2)[CH:6]=1.Cl>C(O)C>[ClH:1].[Cl:1][C:2]1[CH:3]=[C:4]([C:27]2[NH:31][N:30]=[N:29][N:28]=2)[N:5]([C:7]2[CH:26]=[CH:25][C:10]([CH2:11][N:12]3[C:16]4=[N:17][CH:18]=[CH:19][C:20]([CH3:21])=[C:15]4[N:14]=[C:13]3[CH2:22][CH2:23][CH3:24])=[CH:9][CH:8]=2)[CH:6]=1 |f:3.4|. Procedure details: To a suspension of 3-[4-[4-chloro-2-(1H-tetrazol-5-yl)-1-pyrrolyl]benzyl]-7-methyl-2-propyl-3H-imidazo[4,5-b]pyridine (10.33 g) in ethanol (100 ml) was added concentrated hydrochloric acid (10 ml) and ethanol [200 ml). The mixture was heated to 40°-50° C. in a water bath. The resulting solution was concentrated to half volume under reduced pressure. The precipitates were collected by filtration, washed with ethanol (50 ml) and dried over phosphorus pentoxide to yield 3-[4-[4-chloro-2-(1H-tetrazo... The reactants are [H-].[Na+] (Sodium hydride), C(C)OC(=O)C=1N=C(NC1Cl)CCCC (2-butyl-5-chloro-1H-imidazole-4-carboxylic acid ethyl ester), BrC=1C=C2CCC(C2=CC1)Cl (5-bromo-1-chloro-indane). Run in O1CCOCC1 (1,4-dioxane), O1CCOCC1 (dioxane). Run at temperature 110 celsius, time 0.25 hour. Yields the product C(C)OC(=O)C=1N=C(N(C1Cl)C1CCC2=CC(=CC=C12)Br)CCCC (1-(5-Bromo-indan-1-yl)-2-butyl-5-chloro-1H-imidazole-4-carboxylic acid ethyl ester). Yield: 40.8%. As a reaction SMILES: [H-].[Na+].[CH2:3]([O:5][C:6]([C:8]1[N:9]=[C:10]([CH2:14][CH2:15][CH2:16][CH3:17])[NH:11][C:12]=1[Cl:13])=[O:7])[CH3:4].[Br:18][C:19]1[CH:20]=[C:21]2[C:25](=[CH:26][CH:27]=1)[CH:24](Cl)[CH2:23][CH2:22]2>O1CCOCC1>[CH2:3]([O:5][C:6]([C:8]1[N:9]=[C:10]([CH2:14][CH2:15][CH2:16][CH3:17])[N:11]([CH:24]2[C:25]3[C:21](=[CH:20][C:19]([Br:18])=[CH:27][CH:26]=3)[CH2:22][CH2:23]2)[C:12]=1[Cl:13])=[O:7])[CH3:4] |f:0.1|. Procedure: Sodium hydride (64 mg, 2.8 mmol) was added to 2-butyl-5-chloro-1H-imidazole-4-carboxylic acid ethyl ester (647 mg, 2.8 mmol) in anhydrous 1,4-dioxane (3 mL). After 0.25 hour, a solution of 5-bromo-1-chloro-indane (696 mg, 3.0 mmol)in dioxane (2.0 mL) was added. The reaction mixture was heated at 110° C. for 20 hours, cooled to room temperature and concentrated in vacuo. The crude residue was chromatographed on SiO2 -gel using 50% ethyl acetate/hexanes to give 486 mg of a colorless oil. 1H NMR (2... Starting materials: CC(=O)O, CC(=O)O[BH-](OC(C)=O)OC(C)=O, CCc1c(C=O)cccc1-c1nnc(-c2ccc(CC(C)C)c(C#N)c2)s1, CCO, O=C(O)C1CCNC1, [Na+]. Product: CCc1c(CN2CCC(C(=O)O)C2)cccc1-c1nnc(-c2ccc(CC(C)C)c(C#N)c2)s1. Reaction SMILES: [C:36]([OH:37])(=[O:38])[CH3:39].[C:40]([O:41][BH-:42]([O:43][C:44](=[O:45])[CH3:46])[O:47][C:48](=[O:49])[CH3:50])(=[O:51])[CH3:52].[CH2:1]([CH3:2])[c:3]1[c:4](-[c:11]2[n:12][n:13][c:14](-[c:16]3[cH:17][cH:18][c:19]([CH2:24][CH:25]([CH3:26])[CH3:27])[c:20]([C:21]#[N:22])[cH:23]3)[s:15]2)[cH:5][cH:6][cH:7][c:8]1[CH:9]=[O:10].[CH3:54][CH2:55][OH:56].[NH:28]1[CH2:29][CH:30]([C:33](=[O:34])[OH:35])[CH2:31][CH2:32]1.[Na+:53]>>[CH2:1]([CH3:2])[c:3]1[c:4](-[c:11]2[n:12][n:13][c:14](-[c:16]3[cH:17][cH:18][c:19]([CH2:24][CH:25]([CH3:26])[CH3:27])[c:20]([C:21]#[N:22])[cH:23]3)[s:15]2)[cH:5][cH:6][cH:7][c:8]1[CH2:9][N:28]1[CH2:29][CH:30]([C:33](=[O:34])[OH:35])[CH2:31][CH2:32]1. Starting materials: [OH-].[Na+] (sodium hydroxide), FC(C=1C=C(C=CC1)C#CC1=C(N=C2N1C=CC=C2)CSCC(=O)OCC)(F)F (ethyl 2-((3-((3-(trifluoromethyl)phenyl)ethynyl)imidazo[1,2-a]pyridin-2-yl)methylthio)-acetate), [H-].[H-].[H-].[H-].[Li+].[Al+3] (LiAlH4), O (water), O (water). The solvent is O1CCCC1 (tetrahydrofurane). Run at temperature 50 celsius, time 30 minute. The product is FC(C=1C=C(C=CC1)C#CC1=C(N=C2N1C=CC=C2)CSCCO)(F)F (2-((3-((3-(trifluoromethyl)phenyl)ethynyl)imidazo[1,2-a]pyridin-2-yl)-methylthio) ethanol). Yield: 29.8%. RXN SMILES: [F:1][C:2]([F:29])([F:28])[C:3]1[CH:4]=[C:5]([C:9]#[C:10][C:11]2[N:15]3[CH:16]=[CH:17][CH:18]=[CH:19][C:14]3=[N:13][C:12]=2[CH2:20][S:21][CH2:22][C:23](OCC)=[O:24])[CH:6]=[CH:7][CH:8]=1.[H-].[H-].[H-].[H-].[Li+].[Al+3].O.[OH-].[Na+]>O1CCCC1>[F:28][C:2]([F:1])([F:29])[C:3]1[CH:4]=[C:5]([C:9]#[C:10][C:11]2[N:15]3[CH:16]=[CH:17][CH:18]=[CH:19][C:14]3=[N:13][C:12]=2[CH2:20][S:21][CH2:22][CH2:23][OH:24])[CH:6]=[CH:7][CH:8]=1 |f:1.2.3.4.5.6,8.9|. Reported procedure: Under an argon atmosphere, 200 mg (0.446 mmol) of ethyl 2-((3-((3-(trifluoromethyl)phenyl)ethynyl)imidazo[1,2-a]pyridin-2-yl)methylthio)-acetate were dissolved in 4 ml of tetrahydrofurane and 33.9 mg (0.892 mmol) of LiAlH4 were added. The solution was heated to 50° C. for 1 h. 0.030 ml of water were slowly added, followed by the addition of 0.030 ml of 6N sodium hydroxide and then with 0.1 ml of water. After 30 min of stirring, the precipitate was filtered, and washed with ethyl acetate. The col...